Dataset: the Open Reaction Database (ORD), a public repository of structured organic reaction records. Task: describe an organic reaction: reactants, conditions, products, and yield The reactants are N1C=CC2=CC(=CN=C12)OC1=NC=NC2=CC(=C(C=C12)OCC1=CC=CC=C1)OC (4-(7-azaindol-5-yloxy)-6-benzyloxy-7-methoxyquinazoline), C(=O)[O-].[NH4+] (ammonium formate), O (water). The reagents and catalysts are [Pd] (palladium on carbon). Solvent: CN(C)C=O (DMF). Reaction conditions: time 1 hour. The product is N1C=CC2=CC(=CN=C12)OC1=NC=NC2=CC(=C(C=C12)O)OC (4-(7-azaindol-5-yloxy)-6-hydroxy-7-methoxyquinazoline). The yield is 96.6%. Reaction SMILES: [NH:1]1[C:9]2[C:4](=[CH:5][C:6]([O:10][C:11]3[C:20]4[C:15](=[CH:16][C:17]([O:29][CH3:30])=[C:18]([O:21]CC5C=CC=CC=5)[CH:19]=4)[N:14]=[CH:13][N:12]=3)=[CH:7][N:8]=2)[CH:3]=[CH:2]1.C([O-])=O.[NH4+].O>[Pd].CN(C=O)C>[NH:1]1[C:9]2[C:4](=[CH:5][C:6]([O:10][C:11]3[C:20]4[C:15](=[CH:16][C:17]([O:29][CH3:30])=[C:18]([OH:21])[CH:19]=4)[N:14]=[CH:13][N:12]=3)=[CH:7][N:8]=2)[CH:3]=[CH:2]1 |f:1.2|. Reported procedure: A solution of 4-(7-azaindol-5-yloxy)-6-benzyloxy-7-methoxyquinazoline (0.36 g, 0.873 mmol), ammonium formate (0.55 g, 8.73 mmol) and 10% palladium on carbon (0.05 g) in DMF (7 ml) containing water (0.3 ml) was stirred at ambient temperature for 1 hour. The mixture was filtered and the filtrate was evaporated. The residue was triturated under diethyl ether and the solid was filtered, washed with ether and dried under vacuum. The solid was triturated under water, filtered, washed with water and dr... Starting materials: [OH-].[Na+] (sodium hydroxide), BrCCBr (1,2-dibromoethane), FC=1C=C(C=CC1)C(C=O)C1=CC(=CC=C1)F (bis(3-Fluorophenyl)acetaldehyde). Reagents/catalysts: [Br-].C(CCC)[N+](CCCC)(CCCC)CCCC (tetra-n-butyl ammonium bromide). Solvent: [Cl-].[Na+].O (brine), ClCCl (Dichloromethane), ClCCl (dichloromethane). Conditions: time 20 hour. The product is BrCCOC=C(C1=CC(=CC=C1)F)C1=CC(=CC=C1)F (1-[2-(2-Bromoethoxy)-1-(3-fluorophenyl)ethenyl]-3-fluorobenzene). Isolated yield 94.4%. RXN SMILES: [F:1][C:2]1[CH:3]=[C:4]([CH:8]([C:11]2[CH:16]=[CH:15][CH:14]=[C:13]([F:17])[CH:12]=2)[CH:9]=[O:10])[CH:5]=[CH:6][CH:7]=1.[OH-].[Na+].[Br:20][CH2:21][CH2:22]Br>ClCCl.[Br-].C([N+](CCCC)(CCCC)CCCC)CCC.[Cl-].[Na+].O>[Br:20][CH2:21][CH2:22][O:10][CH:9]=[C:8]([C:11]1[CH:16]=[CH:15][CH:14]=[C:13]([F:17])[CH:12]=1)[C:4]1[CH:5]=[CH:6][CH:7]=[C:2]([F:1])[CH:3]=1 |f:1.2,5.6,7.8.9|. Procedure details: bis(3-Fluorophenyl)acetaldehyde (4.82 g, 0.0208 mol) was dissolved in dichloromethane (50 ml) and tetra-n-butyl ammonium bromide (0.67 g, 0.00208 mol) was added. 12 N sodium hydroxide solution (50 ml) and 1,2-dibromoethane (17.9 ml, 0.208 mol) were introduced and the mixture was stirred vigorously at room temperature for 20 h. Dichloromethane (100 ml) and saturated brine (50 ml) were added, and the phases were separated. The aqueous phase was extracted further with dichloromethane (50 ml) and th... The reactants are O=C([O-])[O-], CI, CN(C)C=O, [K+], [K+], O=S(c1nc2ccccc2[nH]1)c1ccccc1-c1ccccn1. The product is Cn1c(S(=O)c2ccccc2-c2ccccn2)nc2ccccc21. RXN SMILES: [C:26](=[O:27])([O-:28])[O-:29].[CH3:24][I:25].[CH3:32][N:33]([CH3:34])[CH:35]=[O:36].[K+:30].[K+:31].[n:1]1[c:2](-[c:7]2[c:8]([S:13](=[O:14])[c:15]3[n:16][c:17]4[c:18]([nH:19]3)[cH:20][cH:21][cH:22][cH:23]4)[cH:9][cH:10][cH:11][cH:12]2)[cH:3][cH:4][cH:5][cH:6]1>>[n:1]1[c:2](-[c:7]2[c:8]([S:13](=[O:14])[c:15]3[n:16][c:17]4[c:18]([n:19]3[CH3:26])[cH:20][cH:21][cH:22][cH:23]4)[cH:9][cH:10][cH:11][cH:12]2)[cH:3][cH:4][cH:5][cH:6]1. Reactants: CC1=NCCC2=CC(=C(C=C12)OC)OC (1-methyl-6,7-dimethoxy-3,4-dihydroisoquinoline), C(C1=CC=CC=C1)Br (benzyl bromide). Run in CC(=O)C (acetone). Conditions: time 16 hour. Yields the product [Br-].C(C1=CC=CC=C1)[N+]1=C(C2=CC(=C(C=C2CC1)OC)OC)C (N-Benzyl-1-methyl-6,7-dimethoxy-3,4-dihydroisoquinolinium bromide). The yield is 81.0%. RXN SMILES: [CH3:1][C:2]1[C:11]2[C:6](=[CH:7][C:8]([O:14][CH3:15])=[C:9]([O:12][CH3:13])[CH:10]=2)[CH2:5][CH2:4][N:3]=1.[CH2:16]([Br:23])[C:17]1[CH:22]=[CH:21][CH:20]=[CH:19][CH:18]=1>CC(C)=O>[Br-:23].[CH2:16]([N+:3]1[CH2:4][CH2:5][C:6]2[C:11](=[CH:10][C:9]([O:12][CH3:13])=[C:8]([O:14][CH3:15])[CH:7]=2)[C:2]=1[CH3:1])[C:17]1[CH:22]=[CH:21][CH:20]=[CH:19][CH:18]=1 |f:3.4|. Reported procedure: To a stirred solution of 1-methyl-6,7-dimethoxy-3,4-dihydroisoquinoline in acetone was added benzyl bromide and the reaction mixture was stirred at room temperature for 16 hours. A yellow precipitate formed which was filtered, washed with ice cold acetone and dried in vacuo. The product was further purified by recrystallisation from a hexane/dichloromethane mix and pentane to afford the desired compound in 81% yield. Reactants: CC(=O)OC(C)=O, C[Si](C)(C)CCOCn1ccc2nc(-c3cccnc3NC3CCNC3)cnc21. The product is CC(=O)N1CCC(Nc2ncccc2-c2cnc3c(ccn3COCC[Si](C)(C)C)n2)C1. As a reaction SMILES: [CH3:30][C:31](=[O:32])[O:33][C:34](=[O:35])[CH3:36].[NH:1]1[CH2:2][CH:3]([NH:6][c:7]2[n:8][cH:9][cH:10][cH:11][c:12]2-[c:13]2[n:14][c:15]3[c:16]([n:17][cH:18]2)[n:19]([CH2:22][O:23][CH2:24][CH2:25][Si:26]([CH3:27])([CH3:28])[CH3:29])[cH:20][cH:21]3)[CH2:4][CH2:5]1>>[N:1]1([C:31]([CH3:30])=[O:32])[CH2:2][CH:3]([NH:6][c:7]2[n:8][cH:9][cH:10][cH:11][c:12]2-[c:13]2[n:14][c:15]3[c:16]([n:17][cH:18]2)[n:19]([CH2:22][O:23][CH2:24][CH2:25][Si:26]([CH3:27])([CH3:28])[CH3:29])[cH:20][cH:21]3)[CH2:4][CH2:5]1.